This data is from the Open Reaction Database (ORD), a public repository of structured organic reaction records. The task is: describe an organic reaction: reactants, conditions, products, and yield Reactants: OC(CC1=C(SC2=C1C=C(C=C2)OC)C(C(C)(C)C)=O)C(C)(C)C (1-[3-(2-hydroxy-3,3-dimethylbutyl)-5-methoxy-1-benzothien-2-yl]-2,2-dimethylpropan-1-one). Run in CC#N (MeCN). Product: CC(C(=O)C=1SC2=C(C1CC(C(C)(C)C)=O)C=C(C=C2)OC)(C)C (1-[2-(2,2-Dimethylpropanoyl)-5-methoxy-1-benzothien-3-yl]-3,3-dimethylbutan-2-one). Reaction SMILES: [OH:1][CH:2]([C:21]([CH3:24])([CH3:23])[CH3:22])[CH2:3][C:4]1[C:8]2[CH:9]=[C:10]([O:13][CH3:14])[CH:11]=[CH:12][C:7]=2[S:6][C:5]=1[C:15](=[O:20])[C:16]([CH3:19])([CH3:18])[CH3:17]>CC#N>[CH3:17][C:16]([CH3:19])([CH3:18])[C:15]([C:5]1[S:6][C:7]2[CH:12]=[CH:11][C:10]([O:13][CH3:14])=[CH:9][C:8]=2[C:4]=1[CH2:3][C:2](=[O:1])[C:21]([CH3:22])([CH3:23])[CH3:24])=[O:20]. Reported procedure: The title compound was prepared from 1-[3-(2-hydroxy-3,3-dimethylbutyl)-5-methoxy-1-benzothien-2-yl]-2,2-dimethylpropan-1-one from the Step A above using the procedure in Step B, Example 18. It was isolated as a white solid following RP-HPLC purification (70˜100% MeCN) and lyophilization. 1H NMR (CDCl3, 500 MHz) 7.72 (d, 8.9 Hz, 1H), 7.13 (dd, 2.4 & 8.8 Hz, 1H), 7.03 (d, 2.6 Hz, 1H), 4.40 (s, 2H), 3.88 (s, 3H), 1.41 (s, 9H), 1.35 (s, 9H). LC-MS: 4.27 min. (m/Z=369.2, 263.2, 347.3).